From a dataset of the Open Reaction Database (ORD), a public repository of structured organic reaction records. describe an organic reaction: reactants, conditions, products, and yield Starting materials: CC(=O)[O-], Cc1ccccc1C=O, CC(=O)O, CC(C)O, N#CCC#N, [NH4+], O. RXN SMILES: [CH3:16][C:17](=[O:18])[O-:19].[CH3:1][c:2]1[cH:3][cH:4][cH:5][cH:6][c:7]1[CH:8]=[O:9].[CH3:20][C:21](=[O:22])[OH:23].[CH:24]([OH:25])([CH3:26])[CH3:27].[N:10]#[C:11][CH2:12][C:13]#[N:14].[NH4+:15].[OH2:28]>>[CH3:1][c:2]1[cH:3][cH:4][cH:5][cH:6][c:7]1[CH:8]=[C:12]([C:11]#[N:10])[C:13]#[N:14]. The product is Cc1ccccc1C=C(C#N)C#N. Starting materials: CN(/C=C/C(=O)C1=NN(C=CC1=O)C1=CC=C(C=C1)OC(F)(F)F)C (3-((E)-3-Dimethylamino-acryloyl)-1-(4-trifluoromethoxy-phenyl)-1H-pyridazin-4-one), N1=CC=CC2=C(C=CC=C12)NN (quinolin-5-yl-hydrazine). Yields the product N1=CC=CC2=C(C=CC=C12)N1N=CC=C1C1=NN(C=CC1=O)C1=CC=C(C=C1)OC(F)(F)F (3-(2-Quinolin-5-yl-2H-pyrazol-3-yl)-1-(4-trifluoromethoxy-phenyl)-1H-pyridazin-4-one). Reaction SMILES: CN(C)/[CH:3]=[CH:4]/[C:5]([C:7]1[C:12](=[O:13])[CH:11]=[CH:10][N:9]([C:14]2[CH:19]=[CH:18][C:17]([O:20][C:21]([F:24])([F:23])[F:22])=[CH:16][CH:15]=2)[N:8]=1)=O.[N:26]1[C:35]2[C:30](=[C:31]([NH:36][NH2:37])[CH:32]=[CH:33][CH:34]=2)[CH:29]=[CH:28][CH:27]=1>>[N:26]1[C:35]2[C:30](=[C:31]([N:36]3[C:5]([C:7]4[C:12](=[O:13])[CH:11]=[CH:10][N:9]([C:14]5[CH:15]=[CH:16][C:17]([O:20][C:21]([F:24])([F:23])[F:22])=[CH:18][CH:19]=5)[N:8]=4)=[CH:4][CH:3]=[N:37]3)[CH:32]=[CH:33][CH:34]=2)[CH:29]=[CH:28][CH:27]=1. Procedure: The product was obtained starting from 3-((E)-3-Dimethylamino-acryloyl)-1-(4-trifluoromethoxy-phenyl)-1H-pyridazin-4-one (A-8) and quinolin-5-yl-hydrazine according to the method described for example 91. MS: M=450.1 (M+H)+ RXN SMILES: [F:1][C:2]([Si](C)(C)C)([F:4])[F:3].O.O.O.[F-].C([N+](CCCC)(CCCC)CCCC)CCC.[Cl:30][C:31]1[CH:32]=[C:33]([CH:43]=[CH:44][C:45]=1[CH:46]([CH3:56])[C:47]([C:49]1[CH:54]=[CH:53][N:52]=[C:51]([CH3:55])[CH:50]=1)=[O:48])[O:34][C:35]1[CH:42]=[CH:41][C:38]([C:39]#[N:40])=[CH:37][CH:36]=1>C1COCC1>[Cl:30][C:31]1[CH:32]=[C:33]([CH:43]=[CH:44][C:45]=1[CH:46]([CH3:56])[C:47]([OH:48])([C:49]1[CH:54]=[CH:53][N:52]=[C:51]([CH3:55])[CH:50]=1)[C:2]([F:4])([F:3])[F:1])[O:34][C:35]1[CH:42]=[CH:41][C:38]([C:39]#[N:40])=[CH:37][CH:36]=1 |f:1.2.3.4.5|. Reported procedure: A 2M solution of (trifluoromethyl)trimethylsilane in THF (0.23 ml) and a 0.1M solution of tetrabutylammonium fluoride trihydrate in THF (0.42 ml) were added to 4-{3-chloro-4-[1-methyl-2-(2-methyl-pyridin-4-yl)-2-oxo-ethyl]-phenoxy}-benzonitrile (80 mg) in THF (1 ml). The mixture was stirred for 1 h at room temperature and then concentrated to an oil. The residue was purified by flash chromatography (SiO2, EtOAc/heptane 1:1) to give the title compound (60 mg) as a light yellow solid. MS (m/e)=447... Run in C1CCOC1 (THF), C1CCOC1 (THF), C1CCOC1 (THF). The reactants are solution, FC(F)(F)[Si](C)(C)C ((trifluoromethyl)trimethylsilane), solution, O.O.O.[F-].C(CCC)[N+](CCCC)(CCCC)CCCC (tetrabutylammonium fluoride trihydrate), ClC=1C=C(OC2=CC=C(C#N)C=C2)C=CC1C(C(=O)C1=CC(=NC=C1)C)C (4-{3-chloro-4-[1-methyl-2-(2-methyl-pyridin-4-yl)-2-oxo-ethyl]-phenoxy}-benzonitrile). Run at time 1 hour. Yields the product ClC=1C=C(OC2=CC=C(C#N)C=C2)C=CC1C(C(C(F)(F)F)(C1=CC(=NC=C1)C)O)C (4-{3-Chloro-4-[3,3,3-trifluoro-2-hydroxy-1-methyl-2-(2-methyl-pyridin-4-yl)-propyl]-phenoxy}-benzonitrile). Starting materials: O1C(=CC=C1)C1=NC(=NC(=C1I)S(=O)C)N (4-furan-2-yl-5-iodo-6-methanesulfinyl-pyrimidin-2-yl-amine), C(CCC)O (butanol), C1CCC2=NCCCN2CC1 (DBU). The solvent is C1CCOC1 (THF). Yields the product C(CCC)OC1=NC(=NC(=C1I)C=1OC=CC1)N (4-Butoxy-6-furan-2-yl-5-iodo-pyrimidin-2-v-lamine). Reaction SMILES: [O:1]1[CH:5]=[CH:4][CH:3]=[C:2]1[C:6]1[C:11]([I:12])=[C:10](S(C)=O)[N:9]=[C:8]([NH2:16])[N:7]=1.[CH2:17]([OH:21])[CH2:18][CH2:19][CH3:20].C1CCN2C(=NCCC2)CC1>C1COCC1>[CH2:17]([O:21][C:10]1[C:11]([I:12])=[C:6]([C:2]2[O:1][CH:5]=[CH:4][CH:3]=2)[N:7]=[C:8]([NH2:16])[N:9]=1)[CH2:18][CH2:19][CH3:20]. Procedure: From 4-furan-2-yl-5-iodo-6-methanesulfinyl-pyrimidin-2-yl-amine, butanol and DBU in THF. ES-MS m/e (%): 360 (M+H+, 100). The reactants are ClC1=C(C(=CC(=C1)C)C)N1C(CCCC1)=S (1-(2-Chloro-4,6-dimethylphenyl)piperidine-2-thione), CO (methanol), C(OC)(OC)=O (dimethyl carbonate), [H-].[Na+] (sodium hydride). Run in O1CCOCC1 (dioxane). Reaction conditions: temperature 120 celsius, time 4 hour. The product is COC(=O)C1=C(N(CCC1)C1=C(C=C(C=C1C)C)Cl)SC (1-(2-chloro-4,6-dimethylphenyl)-2-methylsulfanyl-1,4,5,6-tetrahydropyridine-3-carboxylic acid methyl ester). RXN SMILES: [Cl:1][C:2]1[CH:7]=[C:6]([CH3:8])[CH:5]=[C:4]([CH3:9])[C:3]=1[N:10]1[CH2:15][CH2:14][CH2:13][CH2:12][C:11]1=[S:16].[C:17](=O)([O:20]C)[O:18][CH3:19].[H-].[Na+].[CH3:25]O>O1CCOCC1>[CH3:19][O:18][C:17]([C:12]1[CH2:13][CH2:14][CH2:15][N:10]([C:3]2[C:4]([CH3:9])=[CH:5][C:6]([CH3:8])=[CH:7][C:2]=2[Cl:1])[C:11]=1[S:16][CH3:25])=[O:20] |f:2.3|. Procedure: 1-(2-Chloro-4,6-dimethylphenyl)piperidine-2-thione (5.11 g), dimethyl carbonate (17.0 mL), sodium hydride (3.7 g of a 60% dispersion in mineral oil), and methanol (0.5 mL) were combined in 100 mL of dioxane and the mixture was stirred in a 120° C. oil bath for 4 h. After the reaction had cooled to room temperature, it was quenched by the addition of aqueous ammonium chloride, diluted with water and washed twice with ethyl acetate. After drying over magnesium sulfate, the ethyl acetate was concen... The solvent is CO (MeOH). Conditions: temperature 40 celsius, time 8 hour. The yield is 82.3%. The product is FC=1C=C(C=CC1)N1C(CCC1)C=1C=C(C=C2C(C=C(OC12)N1C[C@H](OCC1)C)=O)C(=O)O (8-(1-(3-fluorophenyl)pyrrolidin-2-yl)-2-((R)-2-methylmorpholino)-4-oxo-4H-chromene-6-carboxylic acid). RXN SMILES: [OH-].[Na+].[F:3][C:4]1[CH:5]=[C:6]([N:10]2[CH2:14][CH2:13][CH2:12][CH:11]2[C:15]2[CH:16]=[C:17]([C:33]([O:35]C)=[O:34])[CH:18]=[C:19]3[C:24]=2[O:23][C:22]([N:25]2[CH2:30][CH2:29][O:28][C@H:27]([CH3:31])[CH2:26]2)=[CH:21][C:20]3=[O:32])[CH:7]=[CH:8][CH:9]=1.Cl>CO>[F:3][C:4]1[CH:5]=[C:6]([N:10]2[CH2:14][CH2:13][CH2:12][CH:11]2[C:15]2[CH:16]=[C:17]([C:33]([OH:35])=[O:34])[CH:18]=[C:19]3[C:24]=2[O:23][C:22]([N:25]2[CH2:30][CH2:29][O:28][C@H:27]([CH3:31])[CH2:26]2)=[CH:21][C:20]3=[O:32])[CH:7]=[CH:8][CH:9]=1 |f:0.1|. The reactants are [OH-].[Na+] (NaOH), FC=1C=C(C=CC1)N1C(CCC1)C=1C=C(C=C2C(C=C(OC12)N1C[C@H](OCC1)C)=O)C(=O)OC (methyl 8-(1-(3-fluorophenyl)pyrrolidin-2-yl)-2-((R)-2-methylmorpholino)-4-oxo-4H-chromene-6-carboxylate), Cl (HCl). Reported procedure: An aqueous NaOH 2N (0.804 ml, 1.61 mmol) solution was added to methyl 8-(1-(3-fluorophenyl)pyrrolidin-2-yl)-2-((R)-2-methylmorpholino)-4-oxo-4H-chromene-6-carboxylate (0.25 g, 0.54 mmol) suspended in MeOH (4 mL). The solution was stirred at 40° C. overnight then cooled to 0° C. and an aqueous HCl 2N (0.670 ml, 1.34 mmol) solution was added dropwise to the reaction mixture until pH ˜3. The resulting precipitate was collected by filtration, washed with water and dried under vacuum at 50° C. in pre... Starting materials: FC1=C(C=O)C=CC(=C1)C(F)(F)F (2-fluoro-4-trifluoromethyl-benzaldehyde), C1(=CC=CC=C1)O (phenol). Product: O(C1=CC=CC=C1)C1=C(C=O)C=CC(=C1)C(F)(F)F (2-Phenoxy-4-trifluoromethyl-benzaldehyde). Isolated yield 78.0%. Reaction SMILES: F[C:2]1[CH:9]=[C:8]([C:10]([F:13])([F:12])[F:11])[CH:7]=[CH:6][C:3]=1[CH:4]=[O:5].[C:14]1([OH:20])[CH:19]=[CH:18][CH:17]=[CH:16][CH:15]=1>>[O:20]([C:2]1[CH:9]=[C:8]([C:10]([F:13])([F:12])[F:11])[CH:7]=[CH:6][C:3]=1[CH:4]=[O:5])[C:14]1[CH:19]=[CH:18][CH:17]=[CH:16][CH:15]=1. Procedure details: Preparation analogous to Example 12 from 2-fluoro-4-trifluoromethyl-benzaldehyde and phenol. Yield: 78%, light-coloured crystals, crystallised from hexane; melting point: 57°-59° C.; TLC (silica gel; ethyl acetate/hexane=1:1; UV): Rf =0.71; 1H-NMR (CDCl3, 200 MHz): 7.08-7.50 (m, 7H): 8.05 (d, 1H) 10.60 (s, 1H). MS: 266/265 (M+), 217, 188. Reactants: O=C(NC1CCNCC1)c1ccccc1, CCOCC, C=O, Cc1ccc(C)n1-c1ccccc1, CO, CC(=O)O, C1COCCO1, O, O. Yields the product Cc1cc(CN2CCC(NC(=O)c3ccccc3)CC2)c(C)n1-c1ccccc1. As a reaction SMILES: [C:1]([c:2]1[cH:3][cH:4][cH:5][cH:6][cH:7]1)(=[O:8])[NH:9][CH:10]1[CH2:11][CH2:12][NH:13][CH2:14][CH2:15]1.[CH2:29]([O:30][CH2:31][CH3:32])[CH3:33].[CH2:47]=[O:48].[CH3:16][c:17]1[n:18](-[c:23]2[cH:24][cH:25][cH:26][cH:27][cH:28]2)[c:19]([CH3:22])[cH:20][cH:21]1.[CH3:35][OH:36].[CH3:43][C:44](=[O:45])[OH:46].[O:37]1[CH2:38][CH2:39][O:40][CH2:41][CH2:42]1.[OH2:34].[OH2:49]>>[C:1]([c:2]1[cH:3][cH:4][cH:5][cH:6][cH:7]1)(=[O:8])[NH:9][CH:10]1[CH2:11][CH2:12][N:13]([CH2:29][c:21]2[c:17]([CH3:16])[n:18](-[c:23]3[cH:24][cH:25][cH:26][cH:27][cH:28]3)[c:19]([CH3:22])[cH:20]2)[CH2:14][CH2:15]1.